This data is from the Open Reaction Database (ORD), a public repository of structured organic reaction records. The task is: describe an organic reaction: reactants, conditions, products, and yield Starting materials: COc1ccc(COc2ccc3ncc(OC)nc3n2)cc1, CO, CC#N, [Ce+4], ClCCl, O=[N+]([O-])[O-], O=[N+]([O-])[O-], O=[N+]([O-])[O-], O=[N+]([O-])[O-], O=[N+]([O-])[O-], [NH4+], O. Yields the product COc1cnc2ccc(=O)[nH]c2n1. RXN SMILES: [CH3:1][O:2][c:3]1[cH:4][n:5][c:6]2[c:7]([n:8]1)[n:9][c:10]([O:13][CH2:14][c:15]1[cH:16][cH:17][c:18]([O:19][CH3:20])[cH:21][cH:22]1)[cH:11][cH:12]2.[CH3:45][OH:46].[CH3:50][C:51]#[N:52].[Ce+4:27].[Cl:47][CH2:48][Cl:49].[N+:23]([O-:24])([O-:25])=[O:26].[N+:29]([O-:30])([O-:31])=[O:32].[N+:33]([O-:34])([O-:35])=[O:36].[N+:37]([O-:38])([O-:39])=[O:40].[N+:41]([O-:42])([O-:43])=[O:44].[NH4+:28].[OH2:53]>>[CH3:1][O:2][c:3]1[cH:4][n:5][c:6]2[c:7]([n:8]1)[nH:9][c:10](=[O:13])[cH:11][cH:12]2. Reported procedure: The product of the above (2) (13.2 g) is dissolved in a mixture of ethanol (300 ml) and triethylamine (20 ml). The solution is refluxed for 1 hour and further 2 hours after addition of a solution of potassium cyanate (25 g) in a mixture of ethanol (170 ml) and water (80 ml) and evaporated to remove the solvent. The residue is extracted with ether after addition of water. The extract is washed with water, dried and evaporated to remove the solvent. The oily residue (15 g) is chromatographed on an... The reactants are C(C#C)SC=1NC2=CC=CC=C2C1 (2-Propargylthioindole), [O-]C#N.[K+] (potassium cyanate). Reaction SMILES: [CH2:1]([S:4][C:5]1[NH:6][C:7]2[C:12]([CH:13]=1)=[CH:11][CH:10]=[CH:9][CH:8]=2)[C:2]#[CH:3].[O-][C:15]#[N:16].[K+]>C(O)C.C(N(CC)CC)C.O>[C:15]([CH:3]1[C:13]2[C:12]3[C:7](=[CH:8][CH:9]=[CH:10][CH:11]=3)[NH:6][C:5]=2[S:4][CH2:1][CH2:2]1)#[N:16] |f:1.2|. The yield is 69.0%. Solvent: C(C)O (ethanol), O (water), C(C)O (ethanol), C(C)N(CC)CC (triethylamine). Yields the product C(#N)C1CCSC=2NC3=CC=CC=C3C21 (4-Cyano-2,3,4,9-tetrahydrothiopyrano[2,3-b]indole).